From a dataset of the Open Reaction Database (ORD), a public repository of structured organic reaction records. describe an organic reaction: reactants, conditions, products, and yield Reactants: CC=CC(C)CCO, ClCCl, O=C(Cl)c1ccc([N+](=O)[O-])cc1. Yields the product CC=CC(C)CCOC(=O)c1ccc([N+](=O)[O-])cc1. RXN SMILES: [CH3:13][CH:14]([CH2:15][CH2:16][OH:17])[CH:18]=[CH:19][CH3:20].[Cl:21][CH2:22][Cl:23].[N+:1](=[O:2])([O-:3])[c:4]1[cH:5][cH:6][c:7]([C:8](=[O:9])[Cl:10])[cH:11][cH:12]1>>[N+:1](=[O:2])([O-:3])[c:4]1[cH:5][cH:6][c:7]([C:8](=[O:9])[O:17][CH2:16][CH2:15][CH:14]([CH3:13])[CH:18]=[CH:19][CH3:20])[cH:11][cH:12]1. The reactants are CONC(=O)C1=CC=CC=C1N, CC1=C(C(=NN1C)C)NC2=NC=C(C(=C2)I)C(F)(F)F. The reagents and catalysts are C(=O)([O-])[O-].[Cs+].[Cs+], CC1(C2=C(C(=CC=C2)P(C3=CC=CC=C3)C4=CC=CC=C4)OC5=C1C=CC=C5P(C6=CC=CC=C6)C7=CC=CC=C7)C, CC(=O)O.CC(=O)O.[Pd]. Solvent: C1COCCO1. Run at temperature 90 celsius. Product: CC1=C(C(=NN1C)C)NC2=NC=C(C(=C2)NC3=CC=CC=C3C(=O)NOC)C(F)(F)F. Isolated yield 89.2%. Procedure: 2-amino-N-methoxybenzamide (541 mg, 3.26 mmol), (9,9-dimethyl-9H-xanthene-4,5-diyl)bis(diphenylphosphine) (166 mg, 0.29 mmol), cesium carbonate (1249 mg, 3.83 mmol) and diacetoxypalladium (38.7 mg, 0.17 mmol) were added to a stirred solution of 4-iodo-5-(trifluoromethyl)-N-(1,3,5-trimethyl-1H-pyrazol-4-yl)pyridin-2-amine (759 mg, 1.92 mmol) dissolved in dioxane (20 mL) in a µwave vial at RT. Argon was let to bubble in the mixture for 5 minutes and the resulting slurry was then stirred at 90 °C f... Reactants: ClC1=CC(=C(N)C=C1)F (4-chloro-2-fluoroaniline), C(C)(C)(C)C1=NN=C(O1)[C@H]1O[C@H]([C@H]2[C@@H]1OC(O2)(C)C)N2C1=NC=NC(=C1N=C2)Cl (9-[(3aR,4R,6S,6aS)-6-(5-tert-butyl-1,3,4-oxadiazol-2-yl)-2,2-dimethyltetrahydrofuro[3,4-d][1,3]dioxol-4-yl]-6-chloro-9H-purine), C(=O)([O-])[O-].[Ca+2] (CaCO3), C(C)(=O)O (acetic acid). The solvent is C1(=CC=CC=C1)C (toluene). Conditions: temperature 76 celsius. Yields the product C(C)(C)(C)C1=NN=C(O1)[C@H]1OC([C@H]2[C@@H]1OC(O2)(C)C)N2C1=NC=NC(=C1N=C2)NC2=C(C=C(C=C2)Cl)F (N-{9-[(3aR,6S,6aS)-6-(5-tert-butyl-1,3,4-oxadiazol-2-yl)-2,2-dimethyltetrahydrofuro [3,4-d][1,3]dioxol-4-yl]-9H-purin-6-yl}N-(4-chloro-2-fluorophenyl)amine). Reaction SMILES: [C:1]([C:5]1[O:9][C:8]([C@@H:10]2[C@H:14]3[O:15][C:16]([CH3:19])([CH3:18])[O:17][C@H:13]3[C@H:12]([N:20]3[CH:28]=[N:27][C:26]4[C:21]3=[N:22][CH:23]=[N:24][C:25]=4Cl)[O:11]2)=[N:7][N:6]=1)([CH3:4])([CH3:3])[CH3:2].C([O-])([O-])=O.[Ca+2].C(O)(=O)C.[Cl:39][C:40]1[CH:46]=[CH:45][C:43]([NH2:44])=[C:42]([F:47])[CH:41]=1>C1(C)C=CC=CC=1>[C:1]([C:5]1[O:9][C:8]([C@@H:10]2[C@H:14]3[O:15][C:16]([CH3:18])([CH3:19])[O:17][C@H:13]3[CH:12]([N:20]3[CH:28]=[N:27][C:26]4[C:21]3=[N:22][CH:23]=[N:24][C:25]=4[NH:44][C:43]3[CH:45]=[CH:46][C:40]([Cl:39])=[CH:41][C:42]=3[F:47])[O:11]2)=[N:7][N:6]=1)([CH3:3])([CH3:2])[CH3:4] |f:1.2|. Reported procedure: To a mixture of 40.0 g (95.1 mmol) of 9-[(3aR,4R,6S,6aS)-6-(5-tert-butyl-1,3,4-oxadiazol-2-yl)-2,2-dimethyltetrahydrofuro[3,4-d][1,3]dioxol-4-yl]-6-chloro-9H-purine and 9.52 g (95.1 mmol) of CaCO3 powder was successively added 200 mL of glacial acetic acid and 21.1 mL (190 mmol) of 4-chloro-2-fluoroaniline at ambient temperature under nitrogen. The light brown mixture was heated at 76° C. for 1.5 to 2.0 h. The mixture was cooled to below 30° C. and diluted with 200 mL of toluene. The mixture was... Reactants: N1=C(C=CC=C1)C(=O)O (picolinic acid), NC1=NC=CC=C1C1=CC=C(C=C1)O (4-(2-aminopyridin-3-yl)phenol), P(=O)([O-])([O-])[O-].[K+].[K+].[K+] (tripotassium phosphate), BrC1=CC(=CC=C1)C(C)(F)F (1-bromo-3-(1,1-difluoroethyl)benzene). The reagents and catalysts are [Cu]I (Copper(I) iodide). The solvent is CS(=O)C (DMSO). Run at temperature 130 celsius, time 10 hour. The product is FC(C)(F)C=1C=C(OC2=CC=C(C=C2)C=2C(=NC=CC2)N)C=CC1 (3-(4-(3-(1,1-difluoroethyl)phenoxy)phenyl)pyridin-2-amine). Isolated yield 56.9%. RXN SMILES: N1C=CC=CC=1C(O)=O.[NH2:10][C:11]1[C:16]([C:17]2[CH:22]=[CH:21][C:20]([OH:23])=[CH:19][CH:18]=2)=[CH:15][CH:14]=[CH:13][N:12]=1.P([O-])([O-])([O-])=O.[K+].[K+].[K+].Br[C:33]1[CH:38]=[CH:37][CH:36]=[C:35]([C:39]([F:42])([F:41])[CH3:40])[CH:34]=1>[Cu]I.CS(C)=O>[F:41][C:39]([C:35]1[CH:34]=[C:33]([CH:38]=[CH:37][CH:36]=1)[O:23][C:20]1[CH:21]=[CH:22][C:17]([C:16]2[C:11]([NH2:10])=[N:12][CH:13]=[CH:14][CH:15]=2)=[CH:18][CH:19]=1)([F:42])[CH3:40] |f:2.3.4.5|. Procedure: Copper(I) iodide (102 mg) was added to a mixture of picolinic acid (66.1 mg), 4-(2-aminopyridin-3-yl)phenol (500 mg), tripotassium phosphate (1710 mg), 1-bromo-3-(1,1-difluoroethyl)benzene (712 mg) and DMSO (8 mL). The mixture was stirred at 130° C. under nitrogen for 10 hr. Activated carbon was added and the insoluble solid was removed by filtration through NH-silica gel/Celite pad (eluted with EtOAc). Silica-gel was added to the filtrate and the volatiles were removed in vacuo. The mixture sup...